The task is: describe an organic reaction: reactants, conditions, products, and yield. This data is from the Open Reaction Database (ORD), a public repository of structured organic reaction records. Reactants: solution, C1(=CC=C(C=C1)S(=O)(=O)O)C (p-toluenesulfonic acid), C(C)OC=1O[C@@H]2[C@H](N1)CC1=CC=CC=C12 ((±) cis-2-ethoxy-3a,8b-dihydro-4H-indeno[2,1-d]oxazole), ClC=1C=C(C=CC1Cl)S (3,4-dichlorothiophenol), C1(=CC=C(C=C1)S(=O)(=O)O)C (p-toluenesulfonic acid). Solvent: C(C)OCC (diethyl ether), C1=CC=CC=C1 (benzene), C1(=CC=CC=C1)C (toluene). Product: ClC=1C=C(C=CC1Cl)S[C@H]1[C@@H](CC2=CC=CC=C12)NC(=O)OCC ((±) trans 1-(3,4-Dichlorophenylthio)-2-ethoxycarbonylaminoindane). Isolated yield 87.2%. RXN SMILES: [CH2:1]([O:3][C:4]1[O:5][C@H:6]2[C:15]3[C:10](=[CH:11][CH:12]=[CH:13][CH:14]=3)[CH2:9][C@H:7]2[N:8]=1)[CH3:2].[Cl:16][C:17]1[CH:18]=[C:19]([SH:24])[CH:20]=[CH:21][C:22]=1[Cl:23].C1(C)C=CC(S(O)(=O)=O)=CC=1>C1(C)C=CC=CC=1.C1C=CC=CC=1.C(OCC)C>[Cl:16][C:17]1[CH:18]=[C:19]([S:24][C@@H:6]2[C:15]3[C:10](=[CH:11][CH:12]=[CH:13][CH:14]=3)[CH2:9][C@H:7]2[NH:8][C:4]([O:3][CH2:1][CH3:2])=[O:5])[CH:20]=[CH:21][C:22]=1[Cl:23]. Reported procedure: A solution of (±) cis-2-ethoxy-3a,8b-dihydro-4H-indeno[2,1-d]oxazole (0.61 g, 3.0 mmol) in dry toluene (15 ml) was treated with 3,4-dichlorothiophenol (0.59 g, 3.3 mmol) and a catalytic amount of p-toluenesulfonic acid (0.15 ml of an anhydrous 0.1M solution of p-toluenesulfonic acid in benzene). The mixture was heated under nitrogen at 70°-75° C. for 3.5 h. The reaction was diluted with diethyl ether and washed with 5% NaOH (3×10 ml) followed by water (10 ml) and brine (10 ml). The organic phase... The yield is 77.0%. Reported procedure: In analogy to Example 3, a mixture of 3 g of p-xylene, 5.3 g (0.055 mol) of 3,3,3-trifluoro-1-propene and 9.4 g (0.5 mol) of cyclopentyldiethoxysilane was reacted in the presence of 0.1 mg of iridium(III) chloride hydrate, after a mixing time of 70 minutes, at 83° C. over 180 minutes. Analysis by gas chromatography gave a product yield of 77% of 3,3,3-trifluoropropylcyclopentyldiethoxysilane. Reagents/catalysts: O.[Ir](Cl)(Cl)Cl (iridium(III) chloride hydrate). The reactants are FC(C=C)(F)F (3,3,3-trifluoro-1-propene), C1(CCCC1)[SiH](OCC)OCC (cyclopentyldiethoxysilane). Yields the product FC(CC[Si](OCC)(OCC)C1CCCC1)(F)F (3,3,3-trifluoropropylcyclopentyldiethoxysilane). Solvent: CC=1C=CC(=CC1)C (p-xylene). As a reaction SMILES: [F:1][C:2]([F:6])([F:5])[CH:3]=[CH2:4].[CH:7]1([SiH:12]([O:16][CH2:17][CH3:18])[O:13][CH2:14][CH3:15])[CH2:11][CH2:10][CH2:9][CH2:8]1>O.[Ir](Cl)(Cl)Cl.CC1C=CC(C)=CC=1>[F:1][C:2]([F:6])([F:5])[CH2:3][CH2:4][Si:12]([CH:7]1[CH2:8][CH2:9][CH2:10][CH2:11]1)([O:16][CH2:17][CH3:18])[O:13][CH2:14][CH3:15] |f:2.3|. Conditions: time 180 minute. The reactants are CC(C)=O, CC(C)=O, Cn1c(C=O)ccc1C(=O)OCc1ccccc1, Cl, [K+], O=[Mn](=O)(=O)[O-], [Na+], O, O=S([O-])O. Product: Cn1c(C(=O)O)ccc1C(=O)OCc1ccccc1. As a reaction SMILES: [CH3:30][C:31](=[O:32])[CH3:33].[CH3:35][C:36]([CH3:37])=[O:38].[CH:1](=[O:2])[c:3]1[cH:4][cH:5][c:6]([C:9](=[O:10])[O:11][CH2:12][c:13]2[cH:14][cH:15][cH:16][cH:17][cH:18]2)[n:7]1[CH3:8].[ClH:39].[K+:24].[Mn:19](=[O:20])([O-:21])(=[O:22])=[O:23].[Na+:29].[OH2:34].[S:25](=[O:26])([OH:27])[O-:28]>>[C:1](=[O:2])([c:3]1[cH:4][cH:5][c:6]([C:9](=[O:10])[O:11][CH2:12][c:13]2[cH:14][cH:15][cH:16][cH:17][cH:18]2)[n:7]1[CH3:8])[OH:20]. The reactants are FC=1C=NC=CC1CO ((3-fluoropyridin-4-yl)methanol), S(=O)(Cl)Cl (thionyl chloride), [N-]=[N+]=[N-].[Na+] (sodium azide). Yields the product N(=[N+]=[N-])CC1=C(C=NC=C1)F (4-(azidomethyl)-3-fluoropyridine). As a reaction SMILES: [F:1][C:2]1[CH:3]=[N:4][CH:5]=[CH:6][C:7]=1[CH2:8]O.S(Cl)(Cl)=O.[N-:14]=[N+:15]=[N-:16].[Na+]>>[N:14]([CH2:8][C:7]1[CH:6]=[CH:5][N:4]=[CH:3][C:2]=1[F:1])=[N+:15]=[N-:16] |f:2.3|. Procedure: The product of Example 129B, thionyl chloride and sodium azide were processed according to the method of Example 115A to provide the product. MS (ESI+) m/z 153 (M+H)+. The reactants are CN(C)C=O, C#CCCl, COc1cc(CCNC(=O)C(=COC(F)F)c2ccc(C)cc2)ccc1O, [H-], [Na+], O. Product: C#CCOc1ccc(CCNC(=O)C(=COC(F)F)c2ccc(C)cc2)cc1OC. Reaction SMILES: [CH3:28][N:29]([CH3:30])[CH:31]=[O:32].[Cl:33][CH2:34][C:35]#[CH:36].[F:1][CH:2]([O:3][CH:4]=[C:5]([C:6](=[O:7])[NH:8][CH2:9][CH2:10][c:11]1[cH:12][c:13]([O:18][CH3:19])[c:14]([OH:17])[cH:15][cH:16]1)[c:20]1[cH:21][cH:22][c:23]([CH3:26])[cH:24][cH:25]1)[F:27].[H-:37].[Na+:38].[OH2:39]>>[F:1][CH:2]([O:3][CH:4]=[C:5]([C:6](=[O:7])[NH:8][CH2:9][CH2:10][c:11]1[cH:12][c:13]([O:18][CH3:19])[c:14]([O:17][CH2:36][C:35]#[CH:34])[cH:15][cH:16]1)[c:20]1[cH:21][cH:22][c:23]([CH3:26])[cH:24][cH:25]1)[F:27]. The reactants are Cl.ClC=1C=CC=C2C=CN=CC12 (8-chloroisoquinoline hydrochloride). The reagents and catalysts are [Pt](=O)=O (platinum dioxide). Solvent: CO (methanol). The product is Cl.ClC=1C=CC=C2CCNCC12 (8-chloro-1,2,3,4-tetrahydroisoquinoline hydrochloride). RXN SMILES: Cl.[Cl:2][C:3]1[CH:4]=[CH:5][CH:6]=[C:7]2[C:12]=1[CH:11]=[N:10][CH:9]=[CH:8]2>[Pt](=O)=O.CO>[ClH:2].[Cl:2][C:3]1[CH:4]=[CH:5][CH:6]=[C:7]2[C:12]=1[CH2:11][NH:10][CH2:9][CH2:8]2 |f:0.1,4.5|. Procedure: A solution of 11.0 g. of 8-chloroisoquinoline hydrochloride in 100 ml. of methanol was hydrogenated at atmospheric pressure over 0.5 g. of platinum dioxide as in Example 9. The mixture was filtered and concentrated to small volume. Ether was added, the mixture was filtered, and the solid recrystallized from ethanol to give 8-chloro-1,2,3,4-tetrahydroisoquinoline hydrochloride, m.p. 236°-238.5° C. Procedure details: A solution of of tert-butyl 2-{2-[(2,3-dimethyl-5-nitro-6-phenoxypyridin-4-yl)amino]ethoxy}ethylcarbamate (15.34 g, 34.35 mmol) in absolute ethanol (500 mL) was combined with 5% platinum on carbon (12.02 g) in a Parr vessel and placed under hydrogen pressure overnight. The reaction mixture was filtered through a layer of Celite® filter aid. The filtrate was concentrated under reduced pressure. The resulting residue was purified by column chromatography (250 g of silica gel eluting with 1/1 ethyl... Run in C(C)O (ethanol). Starting materials: CC1=NC(=C(C(=C1C)NCCOCCNC(OC(C)(C)C)=O)[N+](=O)[O-])OC1=CC=CC=C1 (tert-butyl 2-{2-[(2,3-dimethyl-5-nitro-6-phenoxypyridin-4-yl)amino]ethoxy}ethylcarbamate). Product: NC=1C(=NC(=C(C1NCCOCCNC(OC(C)(C)C)=O)C)C)OC1=CC=CC=C1 (tert-butyl 2-{2-[(3-amino-5,6-dimethyl-2-phenoxypyridin-4-yl)amino]ethoxy}ethylcarbamate). Yield: 78.4%. The reagents and catalysts are [Pt] (platinum on carbon). As a reaction SMILES: [CH3:1][C:2]1[C:7]([CH3:8])=[C:6]([NH:9][CH2:10][CH2:11][O:12][CH2:13][CH2:14][NH:15][C:16](=[O:22])[O:17][C:18]([CH3:21])([CH3:20])[CH3:19])[C:5]([N+:23]([O-])=O)=[C:4]([O:26][C:27]2[CH:32]=[CH:31][CH:30]=[CH:29][CH:28]=2)[N:3]=1>C(O)C.[Pt]>[NH2:23][C:5]1[C:4]([O:26][C:27]2[CH:28]=[CH:29][CH:30]=[CH:31][CH:32]=2)=[N:3][C:2]([CH3:1])=[C:7]([CH3:8])[C:6]=1[NH:9][CH2:10][CH2:11][O:12][CH2:13][CH2:14][NH:15][C:16](=[O:22])[O:17][C:18]([CH3:19])([CH3:20])[CH3:21].